From a dataset of the Open Reaction Database (ORD), a public repository of structured organic reaction records. describe an organic reaction: reactants, conditions, products, and yield Starting materials: N1CCCCC1 (Piperidine), C(=O)(Cl)Cl (phosgene). Solvent: C(Cl)Cl (methylene chloride). Conditions: temperature 0 celsius, time 1 hour. Product: N1(CCCCC1)C(=O)Cl (N-Piperidinylcarbonyl chloride). Isolated yield 31.2%. RXN SMILES: [NH:1]1[CH2:6][CH2:5][CH2:4][CH2:3][CH2:2]1.[C:7](Cl)([Cl:9])=[O:8]>C(Cl)Cl>[N:1]1([C:7]([Cl:9])=[O:8])[CH2:6][CH2:5][CH2:4][CH2:3][CH2:2]1. Procedure: Piperidine (0.3 g, 3.52 mmol) was added to a mixture of phosgene (4.7 ml of 20% phosgene in toluene solution, 8.81 mmol) in methylene chloride (5 ml) at 0° C. The mixture was stirred at 0° C. for 1 hour. The reaction mixture was evaporated in vacuo. The residue was suspended in ether, filtered and the eluents were condensed to obtain a yellow oil. Purification by flash column chromatography (silica gel, 0-20% ethyl acetate/hexane) gave 0.162 g of the title product. IR (film) 1738.9 cm−1.